From a dataset of the Open Reaction Database (ORD), a public repository of structured organic reaction records. describe an organic reaction: reactants, conditions, products, and yield Starting materials: Brc1ncccn1, ClCCl, [Li]CCCC, CCCCCC, O=C1CCC2(CC1)OCCO2. The product is OC1(c2ncccn2)CCC2(CC1)OCCO2. Reaction SMILES: [Br:1][c:2]1[n:3][cH:4][cH:5][cH:6][n:7]1.[CH2:24]([Cl:25])[Cl:26].[CH2:8]([Li:9])[CH2:10][CH2:11][CH3:12].[CH3:27][CH2:28][CH2:29][CH2:30][CH2:31][CH3:32].[O:13]1[CH2:14][CH2:15][O:16][C:17]12[CH2:18][CH2:19][C:20](=[O:23])[CH2:21][CH2:22]2>>[c:2]1([C:20]2([OH:23])[CH2:19][CH2:18][C:17]3([O:13][CH2:14][CH2:15][O:16]3)[CH2:22][CH2:21]2)[n:3][cH:4][cH:5][cH:6][n:7]1. Starting materials: C1=CC(=CC=2SC3=C(C21)C=CC=C3)OCCN (2-(Dibenzothiophen-3-yloxy)ethylamine), BrCC(=O)C1=CC(=CC=C1)NS(=O)(=O)C (2-bromo-1-[3-(methylsulfonyl)aminophenyl]ethanone), Cl.C(C)O (hydrogen chloride ethanol), hydrochloride salt, CO.C(C)(=O)OCC (methanol ethyl acetate). The solvent is C(C)#N (acetonitrile), C(C)#N (acetonitrile). Run at time 115 minute. Product: Cl.C1=CC(=CC=2SC3=C(C21)C=CC=C3)OCCNCC(O)C=3C=C(C=CC3)NS(=O)(=O)C ((±)-N-[3-[2-[2-(Dibenzothiophen-3-yloxy)ethlamino]-1-hydroxyethyl]phenyl]methanesulfonamide Hydrochloride). Reaction SMILES: [CH:1]1[C:9]2[C:8]3[CH:10]=[CH:11][CH:12]=[CH:13][C:7]=3[S:6][C:5]=2[CH:4]=[C:3]([O:14][CH2:15][CH2:16][NH2:17])[CH:2]=1.Br[CH2:19][C:20]([C:22]1[CH:27]=[CH:26][CH:25]=[C:24]([NH:28][S:29]([CH3:32])(=[O:31])=[O:30])[CH:23]=1)=[O:21].CO.C(OCC)(=O)C.[ClH:41].C(O)C>C(#N)C>[ClH:41].[CH:1]1[C:9]2[C:8]3[CH:10]=[CH:11][CH:12]=[CH:13][C:7]=3[S:6][C:5]=2[CH:4]=[C:3]([O:14][CH2:15][CH2:16][NH:17][CH2:19][CH:20]([C:22]2[CH:23]=[C:24]([NH:28][S:29]([CH3:32])(=[O:31])=[O:30])[CH:25]=[CH:26][CH:27]=2)[OH:21])[CH:2]=1 |f:2.3,4.5,7.8|. Procedure: To a solution of 462 mg of Intermediate 39 in 20 ml of anhydrous acetonitrile, a solution of 320.2 mg of Intermediate 14 in 10 ml of anhydrous acetonitrile was added under argon atmosphere at 0° C. whereupon the reaction mixture was removed from the ice bath and was agitated for 115 minutes. To this mixture was then added a solution of 215 mg of sodium borohydride in 20 ml of absolute ethanol at room temperature. After agitation for 75 minutes, the reaction was terminated using 1 N hydrochloric ...